This data is from the Open Reaction Database (ORD), a public repository of structured organic reaction records. The task is: describe an organic reaction: reactants, conditions, products, and yield The reactants are CCOC(=O)c1cncc(Br)c1, O=C([O-])[O-], [K+], [K+], OB(O)c1ccccc1-c1ccccc1OCc1ccccc1, c1ccc(P(c2ccccc2)(c2ccccc2)[Pd](P(c2ccccc2)(c2ccccc2)c2ccccc2)(P(c2ccccc2)(c2ccccc2)c2ccccc2)P(c2ccccc2)(c2ccccc2)c2ccccc2)cc1. Product: CCOC(=O)c1cncc(-c2ccccc2-c2ccccc2OCc2ccccc2)c1. RXN SMILES: [Br:1][c:2]1[cH:3][n:4][cH:5][c:6]([C:7](=[O:8])[O:9][CH2:10][CH3:11])[cH:12]1.[C:36](=[O:37])([O-:38])[O-:39].[K+:40].[K+:41].[c:13]1([CH2:19][O:20][c:21]2[c:22](-[c:27]3[c:28]([B:33]([OH:34])[OH:35])[cH:29][cH:30][cH:31][cH:32]3)[cH:23][cH:24][cH:25][cH:26]2)[cH:14][cH:15][cH:16][cH:17][cH:18]1.[cH:42]1[cH:43][cH:44][c:45]([P:46]([Pd:47]([P:48]([c:49]2[cH:50][cH:51][cH:52][cH:53][cH:54]2)([c:55]2[cH:56][cH:57][cH:58][cH:59][cH:60]2)[c:61]2[cH:62][cH:63][cH:64][cH:65][cH:66]2)([P:67]([c:68]2[cH:69][cH:70][cH:71][cH:72][cH:73]2)([c:74]2[cH:75][cH:76][cH:77][cH:78][cH:79]2)[c:80]2[cH:81][cH:82][cH:83][cH:84][cH:85]2)[P:86]([c:87]2[cH:88][cH:89][cH:90][cH:91][cH:92]2)([c:93]2[cH:94][cH:95][cH:96][cH:97][cH:98]2)[c:99]2[cH:100][cH:101][cH:102][cH:103][cH:104]2)([c:105]2[cH:106][cH:107][cH:108][cH:109][cH:110]2)[c:111]2[cH:112][cH:113][cH:114][cH:115][cH:116]2)[cH:117][cH:118]1>>[c:2]1(-[c:28]2[c:27](-[c:22]3[c:21]([O:20][CH2:19][c:13]4[cH:14][cH:15][cH:16][cH:17][cH:18]4)[cH:26][cH:25][cH:24][cH:23]3)[cH:32][cH:31][cH:30][cH:29]2)[cH:3][n:4][cH:5][c:6]([C:7](=[O:8])[O:9][CH2:10][CH3:11])[cH:12]1.